Dataset: the Open Reaction Database (ORD), a public repository of structured organic reaction records. Task: describe an organic reaction: reactants, conditions, products, and yield Starting materials: C1CCOC1, COC(=O)c1ccc(I)c(O)c1, OCCc1ccc(Cl)cc1Cl, CCOC(=O)N=NC(=O)OCC, c1ccc(P(c2ccccc2)c2ccccc2)cc1. Yields the product COC(=O)c1ccc(I)c(OCCc2ccc(Cl)cc2Cl)c1. As a reaction SMILES: [CH2:55]1[O:56][CH2:57][CH2:58][CH2:59]1.[CH3:20][O:21][C:22]([c:23]1[cH:24][c:25]([OH:30])[c:26]([I:29])[cH:27][cH:28]1)=[O:31].[Cl:44][c:45]1[c:46]([CH2:52][CH2:53][OH:54])[cH:47][cH:48][c:49]([Cl:51])[cH:50]1.[O:32]=[C:33]([O:34][CH2:35][CH3:36])[N:37]=[N:38][C:39]([O:40][CH2:41][CH3:42])=[O:43].[c:1]1([P:2]([c:3]2[cH:4][cH:5][cH:6][cH:7][cH:8]2)[c:9]2[cH:10][cH:11][cH:12][cH:13][cH:14]2)[cH:15][cH:16][cH:17][cH:18][cH:19]1>>[CH3:20][O:21][C:22]([c:23]1[cH:24][c:25]([O:30][CH2:53][CH2:52][c:46]2[c:45]([Cl:44])[cH:50][c:49]([Cl:51])[cH:48][cH:47]2)[c:26]([I:29])[cH:27][cH:28]1)=[O:31].